Dataset: the Open Reaction Database (ORD), a public repository of structured organic reaction records. Task: describe an organic reaction: reactants, conditions, products, and yield The reactants are [H][H] (Hydrogen), [H][H] (hydrogen), C(C1=CC=CC=C1)C(C(=O)[O-])NC(=O)NO (benzyl-3-hydroxy-ureido-acetate). Reagents/catalysts: [Pd] (palladium on activated charcoal). Run in CO (methanol). Yields the product ONC(NCC(=O)O)=O (3-hydroxy-ureido-acetic acid). Reaction SMILES: C([CH:8]([NH:12][C:13]([NH:15][OH:16])=[O:14])[C:9]([O-:11])=[O:10])C1C=CC=CC=1.[H][H]>[Pd].CO>[OH:16][NH:15][C:13](=[O:14])[NH:12][CH2:8][C:9]([OH:11])=[O:10]. Procedure details: 5 g of palladium on activated charcoal are added to a solution of 22.4 g (0.1 mole) of benzyl-3-hydroxy-ureido-acetate in 300 ml of methanol. Hydrogen is introduced with shaking. After about 20 minutes the hydrogen uptake is finished. The catalyst is filtered off with suction and the filtrate is evaporated in a vacuum. The solid residue of crude 3-hydroxy-ureido-acetic acid is recrystallized from dioxane.